This data is from the Open Reaction Database (ORD), a public repository of structured organic reaction records. The task is: describe an organic reaction: reactants, conditions, products, and yield Starting materials: CC(C)(C)OC(=O)N1CC(O[Si](C)(C)C(C)(C)C)CC1CCNC(=O)OCc1ccccc1, CCCC[N+](CCCC)(CCCC)CCCC, C1CCOC1, CCOC(C)=O, [F-]. Product: CC(C)(C)OC(=O)N1CC(O)CC1CCNC(=O)OCc1ccccc1. RXN SMILES: [C:1]([CH3:2])([CH3:3])([CH3:4])[O:5][C:6](=[O:7])[N:8]1[CH:9]([CH2:21][CH2:22][NH:23][C:24](=[O:25])[O:26][CH2:27][c:28]2[cH:29][cH:30][cH:31][cH:32][cH:33]2)[CH2:10][CH:11]([O:13][Si:14]([C:15]([CH3:16])([CH3:17])[CH3:18])([CH3:19])[CH3:20])[CH2:12]1.[CH2:35]([N+:36]([CH2:37][CH2:38][CH2:39][CH3:40])([CH2:41][CH2:42][CH2:43][CH3:44])[CH2:45][CH2:46][CH2:47][CH3:48])[CH2:49][CH2:50][CH3:51].[CH2:52]1[O:53][CH2:54][CH2:55][CH2:56]1.[CH3:57][CH2:58][O:59][C:60]([CH3:61])=[O:62].[F-:34]>>[C:1]([CH3:2])([CH3:3])([CH3:4])[O:5][C:6](=[O:7])[N:8]1[CH:9]([CH2:21][CH2:22][NH:23][C:24](=[O:25])[O:26][CH2:27][c:28]2[cH:29][cH:30][cH:31][cH:32][cH:33]2)[CH2:10][CH:11]([OH:13])[CH2:12]1.